Dataset: the Open Reaction Database (ORD), a public repository of structured organic reaction records. Task: describe an organic reaction: reactants, conditions, products, and yield The reactants are Cl (HCl), C(C)N(C(C)C)C(C)C (Ethyl-diisopropyl-amine), C(CC)(=O)Cl (propionylchloride), NC=1SC(=C(N1)C1=CC=CC=C1)C(=N)NO (2-Amino-N-hydroxy-4-phenyl-thiazole-5-carboxamidine). Solvent: C(C)O (ethanol), C1CCOC1 (THF). Conditions: time 8 hour. Yields the product C(C)C1=NC(=NO1)C1=C(N=C(S1)NC(CC)=O)C1=CC=CC=C1 (N-[5-(5-Ethyl-[1,2,4]oxadiazol-3-yl)-4-phenyl-thiazol-2-yl]-propionamide). Isolated yield 49.0%. Reaction SMILES: [NH2:1][C:2]1[S:3][C:4]([C:13]([NH:15][OH:16])=[NH:14])=[C:5]([C:7]2[CH:12]=[CH:11][CH:10]=[CH:9][CH:8]=2)[N:6]=1.C(N(C(C)C)[CH:20]([CH3:22])[CH3:21])C.[C:26](Cl)(=[O:29])[CH2:27][CH3:28].Cl>C1COCC1.C(O)C>[CH2:20]([C:22]1[O:16][N:15]=[C:13]([C:4]2[S:3][C:2]([NH:1][C:26](=[O:29])[CH2:27][CH3:28])=[N:6][C:5]=2[C:7]2[CH:12]=[CH:11][CH:10]=[CH:9][CH:8]=2)[N:14]=1)[CH3:21]. Procedure: 2-Amino-N-hydroxy-4-phenyl-thiazole-5-carboxamidine (1.5 g, 6.4 mmol) was dissolved in dry THF (50 mL). Ethyl-diisopropyl-amine (2.5 mL) and propionylchloride (2.8 mL, 5 eq) was added. The reaction mixture was stirred overnight at room temperature. pH was adjusted to pH ˜2 by addition of HCl in ethanol. The reaction mixture was stirred overnight at room temperature. The solvent was evaporated to yield a yellow oil. The crude product was purified by flash column chromatography, eluted with 30% et...